Dataset: the Open Reaction Database (ORD), a public repository of structured organic reaction records. Task: describe an organic reaction: reactants, conditions, products, and yield Starting materials: C(C1=CC=CC=C1)OC(=O)C(=C)[C@@H]1[C@H](C(N1C(CC1=CC=C(C=C1)OC)CC1=CC=C(C=C1)OC)=O)[C@@H](C)OC(=O)OCC1=CC=CC=C1 ((3S,4S)-4-(1-benzyloxycarbonylethenyl)-3-(1-(R)-benzyloxycarbonyloxyethyl)-1-di(p-anisyl)methyl-2-azetidinone), [BH4-].[Na+] (sodium borohydride). Reagents/catalysts: [Ni](Cl)Cl (nickel chloride). Run in C(C)(=O)OCC (ethyl acetate), CO (methanol). Reaction conditions: time 1 hour. The product is C(C1=CC=CC=C1)OC(=O)C(C)[C@@H]1[C@H](C(N1C(CC1=CC=C(C=C1)OC)CC1=CC=C(C=C1)OC)=O)[C@@H](C)OC(=O)OCC1=CC=CC=C1 ((3S,4S)-4-(1-benzyloxycarbonylethyl)-3-(1-(R)-benzyloxycarbonyloxyethyl)-1-di(p-anisyl)methyl-2-azetidinone). RXN SMILES: [CH2:1]([O:8][C:9]([C:11]([C@H:13]1[N:16]([CH:17]([CH2:27][C:28]2[CH:33]=[CH:32][C:31]([O:34][CH3:35])=[CH:30][CH:29]=2)[CH2:18][C:19]2[CH:24]=[CH:23][C:22]([O:25][CH3:26])=[CH:21][CH:20]=2)[C:15](=[O:36])[C@@H:14]1[C@H:37]([O:39][C:40]([O:42][CH2:43][C:44]1[CH:49]=[CH:48][CH:47]=[CH:46][CH:45]=1)=[O:41])[CH3:38])=[CH2:12])=[O:10])[C:2]1[CH:7]=[CH:6][CH:5]=[CH:4][CH:3]=1.[BH4-].[Na+]>CO.C(OCC)(=O)C.[Ni](Cl)Cl>[CH2:1]([O:8][C:9]([CH:11]([C@H:13]1[N:16]([CH:17]([CH2:27][C:28]2[CH:29]=[CH:30][C:31]([O:34][CH3:35])=[CH:32][CH:33]=2)[CH2:18][C:19]2[CH:24]=[CH:23][C:22]([O:25][CH3:26])=[CH:21][CH:20]=2)[C:15](=[O:36])[C@@H:14]1[C@H:37]([O:39][C:40]([O:42][CH2:43][C:44]1[CH:49]=[CH:48][CH:47]=[CH:46][CH:45]=1)=[O:41])[CH3:38])[CH3:12])=[O:10])[C:2]1[CH:7]=[CH:6][CH:5]=[CH:4][CH:3]=1 |f:1.2|. Procedure details: A solution of (3S,4S)-4-(1-benzyloxycarbonylethenyl)-3-(1-(R)-benzyloxycarbonyloxyethyl)-1-di(p-anisyl)methyl-2-azetidinone (63 mg) in methanol (1.5 ml) was treated with sodium borohydride (7.7 mg) in the presence of nickel chloride (1.3 mg) at 0°-5° C. for 15 minutes. After stirring at room temperature for an additional 1 hour, the reaction mixture was diluted with ethyl acetate (30 ml), washed with brine and dried over anhydrous sodium sulfate. Filtration and concentration of the filtrate in v... Starting materials: COc1cccc(CBr)c1OC, CN(C)C=O, N#CC(C#N)CCC(F)(F)F, [H-], [Na+]. The product is COc1cccc(CC(C#N)(C#N)CCC(F)(F)F)c1OC. As a reaction SMILES: [CH3:1][O:2][c:3]1[c:4]([CH2:5][Br:6])[cH:7][cH:8][cH:9][c:10]1[O:11][CH3:12].[CH3:26][N:27]([CH3:28])[CH:29]=[O:30].[F:15][C:16]([CH2:17][CH2:18][CH:19]([C:20]#[N:21])[C:22]#[N:23])([F:24])[F:25].[H-:13].[Na+:14]>>[CH3:1][O:2][c:3]1[c:4]([CH2:5][C:19]([CH2:18][CH2:17][C:16]([F:15])([F:24])[F:25])([C:20]#[N:21])[C:22]#[N:23])[cH:7][cH:8][cH:9][c:10]1[O:11][CH3:12]. The reactants are C=CC1=CC=CC=C1 (styrene), CC=1NC(=C(C(C1C(=O)OC)C1=CC=CC=C1)C(=O)OC)C (dimethyl 2,6-dimethyl-4-phenyl-1,4-dihydropyridine-3,5-dicarboxylate), B(F)(F)F.CCOCC (boron trifluoride etherate). Reaction conditions: time 3 hour. Procedure: To 0.45 g (1.5 mmol) dimethyl 2,6-dimethyl-4-phenyl-1,4-dihydropyridine-3,5-dicarboxylate (1) in 25 ml CHCl3 under N2 and cooled to 0°-10° in an ice bath there was added 3.12 g (30.0 mmol) of commercially obtained styrene (4) followed by 0.64 g (4.5 mmol) boron trifluoride etherate added dropwise via syringe. The resulting solution was stirred at 0°-10° for 3 hours and then at room temperature for 16 hours. The product is CC12N=CC(C(C1C(=O)OC)C1=CC=CC=C1)(C(C2)C2=CC=CC=C2)C(=O)OC (Dimethyl 1-methyl-5,8-diphenyl-2-azabicyclo[2.2.2]-oct-2-ene-4,6-dicarboxylate). Reaction SMILES: [CH3:1][C:2]1[NH:3][C:4](C)=[C:5]([C:18]([O:20][CH3:21])=[O:19])[CH:6]([C:12]2[CH:17]=[CH:16][CH:15]=[CH:14][CH:13]=2)[C:7]=1[C:8]([O:10][CH3:11])=[O:9].[CH2:23]=[CH:24][C:25]1[CH:30]=[CH:29][CH:28]=[CH:27][CH:26]=1.B(F)(F)F.CCOCC>C(Cl)(Cl)Cl>[CH3:1][C:2]12[CH2:23][CH:24]([C:25]3[CH:30]=[CH:29][CH:28]=[CH:27][CH:26]=3)[C:5]([C:18]([O:20][CH3:21])=[O:19])([CH:6]([C:12]3[CH:17]=[CH:16][CH:15]=[CH:14][CH:13]=3)[CH:7]1[C:8]([O:10][CH3:11])=[O:9])[CH:4]=[N:3]2 |f:2.3|. The solvent is C(Cl)(Cl)Cl (CHCl3). The reactants are N (ammonia), CO (methanol), ClC=1C2=C(N=CN1)OC(=C2C2=CC=CC=C2)C2=CC=CC=C2 (4-chloro-5,6-diphenylfuro[2,3-d]pyrimidine), N (ammonia), CO (methanol). Reaction conditions: time 15 minute. Yields the product ethyl acetate-hexanes, COC=1C2=C(N=CN1)OC(=C2C2=CC=CC=C2)C2=CC=CC=C2 (4-methoxy-5,6-diphenylfuro[2,3-d]pyrimidine), C1(=CC=CC=C1)C1=C(OC=2N=CN=C(C21)N)C2=CC=CC=C2 (5,6-diphenylfuro[2,3-d]pyrimidin-4-amine). Reaction SMILES: Cl[C:2]1[C:3]2[C:10]([C:11]3[CH:16]=[CH:15][CH:14]=[CH:13][CH:12]=3)=[C:9]([C:17]3[CH:22]=[CH:21][CH:20]=[CH:19][CH:18]=3)[O:8][C:4]=2[N:5]=[CH:6][N:7]=1.[NH3:23].[CH3:24][OH:25]>>[CH3:24][O:25][C:2]1[C:3]2[C:10]([C:11]3[CH:16]=[CH:15][CH:14]=[CH:13][CH:12]=3)=[C:9]([C:17]3[CH:22]=[CH:21][CH:20]=[CH:19][CH:18]=3)[O:8][C:4]=2[N:5]=[CH:6][N:7]=1.[C:11]1([C:10]2[C:3]3[C:2]([NH2:23])=[N:7][CH:6]=[N:5][C:4]=3[O:8][C:9]=2[C:17]2[CH:22]=[CH:21][CH:20]=[CH:19][CH:18]=2)[CH:16]=[CH:15][CH:14]=[CH:13][CH:12]=1. Procedure details: 56.9 mg (0.185 mmol) of 4-chloro-5,6-diphenylfuro[2,3-d]pyrimidine 51 and 0.930 mL (1.85 mmol) of 2.0 M ammonia in methanol were combined in a disposable sealed tube and stirred at RT for 15 minutes. The reaction was then heated at 70° C. for 1.5 h. At this point, an additional 0.930 mL (1.85 mmol) of 2.0 M ammonia in methanol was added and the resulting mixture was heated at 70° C. for 3 days, cooled to RT and concentrated. Flash chromatography (SiO2, gradient eluent: 2:1 hexanes-ethylacetate, ... Starting materials: CC(=O)N1CC(C)c2c1cc(C)c(O)c2C, ClCCl, CC(=O)OC(C)=O, c1ccncc1. Yields the product CC(=O)Oc1c(C)cc2c(c1C)C(C)CN2C(C)=O. Reaction SMILES: [C:1]([CH3:2])(=[O:3])[N:4]1[CH2:5][CH:6]([CH3:16])[c:7]2[c:8]([CH3:15])[c:9]([OH:14])[c:10]([CH3:13])[cH:11][c:12]21.[CH2:30]([Cl:31])[Cl:32].[CH3:23][C:24](=[O:25])[O:26][C:27](=[O:28])[CH3:29].[cH:17]1[cH:18][cH:19][n:20][cH:21][cH:22]1>>[C:1]([CH3:2])(=[O:3])[N:4]1[CH2:5][CH:6]([CH3:16])[c:7]2[c:8]([CH3:15])[c:9]([O:14][C:24]([CH3:23])=[O:25])[c:10]([CH3:13])[cH:11][c:12]21. The reactants are CI (methyl iodide), COC1=C(C(=C(C=C1OCOC)OC)OCOC)CCCCCC1=C(C(=CC(=C1OCOC)OC)OCOC)OC (2,2'-pentamethylene-bis[1,4-dimethoxy-3,6-bis(methoxymethoxy)benzene]), CN(P(N(C)C)(N(C)C)=O)C (hexamethylphosphoric triamide), C(C)(CC)[Li] (sec-butyllithium), mixed solvent. Solvent: O1CCCC1 (tetrahydrofuran), C(C)OCC.C1=CC=CC=C1 (diethyl ether benzene). Conditions: time 1 hour. Product: COC1=C(C(=C(C(=C1CCCCCC1=C(C(=CC(=C1OCOC)OC)OCOC)OC)OCOC)OC)C)OCOC (1,4-dimethoxy-2,5-bis(methoxymethoxy)-3-methyl-6-{5-[2,5-dimethoxy-3,6-bis(methoxymethoxy)phenyl]pentyl}benzene). Reaction SMILES: [CH3:1][O:2][C:3]1[C:8]([O:9][CH2:10][O:11][CH3:12])=[CH:7][C:6]([O:13][CH3:14])=[C:5]([O:15][CH2:16][O:17][CH3:18])[C:4]=1[CH2:19][CH2:20][CH2:21][CH2:22][CH2:23][C:24]1[C:29]([O:30][CH2:31][O:32][CH3:33])=[C:28]([O:34][CH3:35])[CH:27]=[C:26]([O:36][CH2:37][O:38][CH3:39])[C:25]=1[O:40][CH3:41].[CH3:42]N(C)P(=O)(N(C)C)N(C)C.C([Li])(CC)C.CI>O1CCCC1.C(OCC)C.C1C=CC=CC=1>[CH3:1][O:2][C:3]1[C:4]([CH2:19][CH2:20][CH2:21][CH2:22][CH2:23][C:24]2[C:29]([O:30][CH2:31][O:32][CH3:33])=[C:28]([O:34][CH3:35])[CH:27]=[C:26]([O:36][CH2:37][O:38][CH3:39])[C:25]=2[O:40][CH3:41])=[C:5]([O:15][CH2:16][O:17][CH3:18])[C:6]([O:13][CH3:14])=[C:7]([CH3:42])[C:8]=1[O:9][CH2:10][O:11][CH3:12] |f:5.6|. Procedure: 140 Milligrams of 2,2'-pentamethylene-bis[1,4-dimethoxy-3,6-bis(methoxymethoxy)benzene] was dissolved in 5 ml of anhydrous tetrahydrofuran under argon gas stream conditions, then 0.5 ml of hexamethylphosphoric triamide was added to this solution and the mixture was cooled in a dry ice-acetone bath. Next, 0.23 ml of sec-butyllithium (1.4M, cyclohexane solution) was added dropwise to the reaction mixture and stirred for 1 hour. Then, 0.06 ml of methyl iodide was added dropwise thereto under coolin... The reactants are ClC=1C=C(C=C(C1)C(F)(F)F)C1(CC(=NO1)C1=CC(=C(C=C1)C(=O)N1CNC(C1)=O)C)C(F)(F)F (1-[(4-[5-[3-chloro-5-(trifluoromethyl)phenyl]-5-(trifluoromethyl)-4,5-dihydro-1,2-oxazol-3-yl]-2-methylphenyl)carbonyl]imidazolidin-4-one), [H-].[Na+] (sodium hydride), FC(CCI)(F)F (1,1,1-trifluoro-3-iodopropane). The solvent is CN(C=O)C (N,N-dimethylformamide). Conditions: temperature 0 celsius, time 30 minute. The product is ClC=1C=C(C=C(C1)C(F)(F)F)C1(CC(=NO1)C1=CC(=C(C=C1)C(=O)N1CN(C(C1)=O)CCC(F)(F)F)C)C(F)(F)F (1-[(4-[5-[3-chloro-5-(trifluoromethyl)phenyl]-5-(trifluoromethyl)-4,5-dihydro-1,2-oxazol-3-yl]-2-methylphenyl)carbonyl]-3-(3,3,3-trifluoropropyl)imidazolidin-4-one). RXN SMILES: [Cl:1][C:2]1[CH:3]=[C:4]([C:12]2([C:32]([F:35])([F:34])[F:33])[O:16][N:15]=[C:14]([C:17]3[CH:22]=[CH:21][C:20]([C:23]([N:25]4[CH2:29][C:28](=[O:30])[NH:27][CH2:26]4)=[O:24])=[C:19]([CH3:31])[CH:18]=3)[CH2:13]2)[CH:5]=[C:6]([C:8]([F:11])([F:10])[F:9])[CH:7]=1.[H-].[Na+].[F:38][C:39]([F:44])([F:43])[CH2:40][CH2:41]I>CN(C)C=O>[Cl:1][C:2]1[CH:3]=[C:4]([C:12]2([C:32]([F:33])([F:34])[F:35])[O:16][N:15]=[C:14]([C:17]3[CH:22]=[CH:21][C:20]([C:23]([N:25]4[CH2:29][C:28](=[O:30])[N:27]([CH2:41][CH2:40][C:39]([F:44])([F:43])[F:38])[CH2:26]4)=[O:24])=[C:19]([CH3:31])[CH:18]=3)[CH2:13]2)[CH:5]=[C:6]([C:8]([F:11])([F:10])[F:9])[CH:7]=1 |f:1.2|. Reported procedure: Into a 50-mL 3-necked round-bottom flask purged and maintained with an inert atmosphere of nitrogen, was placed 1-[(4-[5-[3-chloro-5-(trifluoromethyl)phenyl]-5-(trifluoromethyl)-4,5-dihydro-1,2-oxazol-3-yl]-2-methylphenyl)carbonyl]imidazolidin-4-one (200 mg, 0.38 mmol, 1.00 equiv), N,N-dimethylformamide (5 mL). This was followed by the addition of sodium hydride (46 mg, 1.15 mmol, 3.00 equiv, 60%), in portions at 0° C. The resulting solution was stirred for 30 min at 0° C. To this was added 1,1,... Starting materials: C1(CC1)C1=CC(=NN1)NC1=NC(=NC=C1)N(C(C)C1=CC2=C(N(C=N2)C2OCCCC2)C=C1)C ((±)-N4-(5-cyclopropyl-1H-pyrazol-3-yl)-N2-methyl-N2-(1-(1-(tetrahydro-2H-pyran-2-yl)-1H-benzo[d]imidazol-5-yl)ethyl)pyrimidine-2,4-diamine), CC=1C=CC(=CC1)S(=O)(=O)O.O (TsOH.H2O). Solvent: CO (MeOH), O (water). Conditions: temperature 50 celsius. Yields the product N1C=NC2=C1C=CC(=C2)C(C)N(C2=NC=CC(=N2)NC2=NNC(=C2)C2CC2)C ((±)-N2-(1-(1H-benzo[d]imidazol-5-yl)ethyl)-N4-(5-cyclopropyl-1H-pyrazol-3-yl)-N2-methylpyrimidine-2,4-diamine). Yield: 45.1%. Reaction SMILES: [CH:1]1([C:4]2[NH:8][N:7]=[C:6]([NH:9][C:10]3[CH:15]=[CH:14][N:13]=[C:12]([N:16]([CH3:34])[CH:17]([C:19]4[CH:33]=[CH:32][C:22]5[N:23](C6CCCCO6)[CH:24]=[N:25][C:21]=5[CH:20]=4)[CH3:18])[N:11]=3)[CH:5]=2)[CH2:3][CH2:2]1.CC1C=CC(S(O)(=O)=O)=CC=1.O>CO.O>[NH:23]1[C:22]2[CH:32]=[CH:33][C:19]([CH:17]([N:16]([CH3:34])[C:12]3[N:11]=[C:10]([NH:9][C:6]4[CH:5]=[C:4]([CH:1]5[CH2:3][CH2:2]5)[NH:8][N:7]=4)[CH:15]=[CH:14][N:13]=3)[CH3:18])=[CH:20][C:21]=2[N:25]=[CH:24]1 |f:1.2|. Procedure details: To a solution of 86 (68 mg, 0.148 mmol) in MeOH (50 mL) and water (10 mL) was added TsOH.H2O (44 mg, 0.148 mmol). The reaction mixture was heated at 50° C. for 18 h. The solvent was evaporated in vacuo and the residue was purified by preparative HPLC to afford 25 mg (45%) of (±)-N2-(1-(1H-benzo[d]imidazol-5-yl)ethyl)-N4-(5-cyclopropyl-1H-pyrazol-3-yl)-N2-methylpyrimidine-2,4-diamine (88) as white solid: MS (ESI) m/z=375.3 (M+1). The reactants are N(=NC(=O)OC(C)C)C(=O)OC(C)C (diisopropyl azodicarboxylate), C1(=CC=CC=C1)O (phenol), C1(=CC=CC=C1)P(C1=CC=CC=C1)C1=CC=CC=C1 (triphenylphosphine), OCC1(CC1)COC1=CC=C(C=C1)C(CC(=O)OC)C#CC (methyl 3-[4-(1-hydroxymethylcyclopropylmethoxy)phenyl]hex-4-ynoate). Solvent: C(Cl)Cl (DCM). Reaction conditions: time 10 minute. Yields the product O(C1=CC=CC=C1)CC1(CC1)COC1=CC=C(C=C1)C(CC(=O)OC)C#CC (Methyl 3-[4-(1-phenoxymethylcyclopropylmethoxy)phenyl]-hex-4-ynoate). Reaction SMILES: [OH:1][CH2:2][C:3]1([CH2:6][O:7][C:8]2[CH:13]=[CH:12][C:11]([CH:14]([C:20]#[C:21][CH3:22])[CH2:15][C:16]([O:18][CH3:19])=[O:17])=[CH:10][CH:9]=2)[CH2:5][CH2:4]1.[C:23]1(O)[CH:28]=[CH:27][CH:26]=[CH:25][CH:24]=1.C1(P(C2C=CC=CC=2)C2C=CC=CC=2)C=CC=CC=1.N(C(OC(C)C)=O)=NC(OC(C)C)=O>C(Cl)Cl>[O:1]([CH2:2][C:3]1([CH2:6][O:7][C:8]2[CH:9]=[CH:10][C:11]([CH:14]([C:20]#[C:21][CH3:22])[CH2:15][C:16]([O:18][CH3:19])=[O:17])=[CH:12][CH:13]=2)[CH2:5][CH2:4]1)[C:23]1[CH:28]=[CH:27][CH:26]=[CH:25][CH:24]=1. Procedure: 100 mg of methyl 3-[4-(1-hydroxymethylcyclopropylmethoxy)phenyl]hex-4-ynoate were dissolved in 10 ml of DCM and used to charge a microwave vessel, then 46.7 mg of phenol and 130 mg of triphenylphosphine (polymer-bound, Reagentplus 99%) were added, and the mixture was stirred for 10 min to swell the resin. Subsequently, 98 μl of diisopropyl azodicarboxylate were added and the mixture was stirred at 120° C. under microwave irradiation for 15 min. The cooled reaction mixture was filtered and the fi...